Dataset: the Open Reaction Database (ORD), a public repository of structured organic reaction records. Task: describe an organic reaction: reactants, conditions, products, and yield Reactants: C1=CC(=CC(=C1)Cl)C(=O)OO (m-CPBA), COC(N(CC1=CC(=CC(=C1)C(F)(F)F)SC)CC1=C(C=CC(=C1)C(F)(F)F)C1=C(C=CC(=C1)C(C)C)OC)=O (Methyl{[5′-isopropyl-2′-methoxy-4-(trifluoromethyl)biphenyl-2-yl]methyl}[3-(methylthio)-5-(trifluoromethyl)benzyl]carbamate), OS(=O)[O-].[Na+] (NaHSO3). Run in C(Cl)Cl (CH2Cl2). Conditions: temperature -78 celsius. Yields the product COC(N(CC1=CC(=CC(=C1)C(F)(F)F)S(=O)C)CC1=C(C=CC(=C1)C(F)(F)F)C1=C(C=CC(=C1)C(C)C)OC)=O (methyl{[5′-isopropyl-2′-methoxy-4-(trifluoromethyl)biphenyl-2-yl]methyl}[3-(methylsulfinyl)-5-(trifluoromethyl)benzyl]carbamate). As a reaction SMILES: [CH3:1][O:2][C:3](=[O:40])[N:4]([CH2:18][C:19]1[CH:24]=[C:23]([C:25]([F:28])([F:27])[F:26])[CH:22]=[CH:21][C:20]=1[C:29]1[CH:34]=[C:33]([CH:35]([CH3:37])[CH3:36])[CH:32]=[CH:31][C:30]=1[O:38][CH3:39])[CH2:5][C:6]1[CH:11]=[C:10]([C:12]([F:15])([F:14])[F:13])[CH:9]=[C:8]([S:16][CH3:17])[CH:7]=1.C1C=C(Cl)C=C(C(OO)=[O:49])C=1.OS([O-])=O.[Na+]>C(Cl)Cl>[CH3:1][O:2][C:3](=[O:40])[N:4]([CH2:18][C:19]1[CH:24]=[C:23]([C:25]([F:28])([F:26])[F:27])[CH:22]=[CH:21][C:20]=1[C:29]1[CH:34]=[C:33]([CH:35]([CH3:37])[CH3:36])[CH:32]=[CH:31][C:30]=1[O:38][CH3:39])[CH2:5][C:6]1[CH:11]=[C:10]([C:12]([F:15])([F:14])[F:13])[CH:9]=[C:8]([S:16]([CH3:17])=[O:49])[CH:7]=1 |f:2.3|. Reported procedure: Methyl{[5′-isopropyl-2′-methoxy-4-(trifluoromethyl)biphenyl-2-yl]methyl}[3-(methylthio)-5-(trifluoromethyl)benzyl]carbamate (21.7 mg, 0.037 mmol) (Example 129) in CH2Cl2 (1 mL) was cooled to −78° C. Next, m-CPBA (8.3 mg, 0.037 mmol) was added. The reaction was stirred at −78° C. for fifteen minutes, then was warmed to 45° C., and after five minutes at −45° C. was poured into NaHSO3 (10 mL). The mixture was extracted with EtOAc (50 mL), and the organic extracts were washed with water (10 mL), bri... The reactants are COC(C1=CC=C(C=C1)\C=C\C(=O)OC(C)(C)C)=O (4-((E)-2-tert-butoxycarbonyl-vinyl)-benzoic acid methyl ester), Cl (HCl), O1CCOCC1 (dioxane). Yields the product COC(C1=CC=C(C=C1)\C=C\C(=O)O)=O (4-((E)-2-carboxyvinyl)-benzoic acid methyl ester). Yield: 54.7%. Reaction SMILES: [CH3:1][O:2][C:3](=[O:19])[C:4]1[CH:9]=[CH:8][C:7](/[CH:10]=[CH:11]/[C:12]([O:14]C(C)(C)C)=[O:13])=[CH:6][CH:5]=1.Cl.O1CCOCC1>>[CH3:1][O:2][C:3](=[O:19])[C:4]1[CH:5]=[CH:6][C:7](/[CH:10]=[CH:11]/[C:12]([OH:14])=[O:13])=[CH:8][CH:9]=1. Reported procedure: The crude 4-((E)-2-tert-butoxycarbonyl-vinyl)-benzoic acid methyl ester (1.00 g, 3.81 mmol) was then treated with 4N HCl in dioxane (Aldrich, 4 mL, 16.0 mmol) at rt for 2 hrs to give 4-((E)-2-carboxyvinyl)-benzoic acid methyl ester (0.43 g, 64.5%, 2 steps) after work up. The reactants are N[C@H](CO)CCOC1=NC=C(C=C1)C(F)(F)F ((S)-2-amino-4-(5-trifluoromethyl-pyridin-2-yloxy)-butan-1-ol), N#CBr (cyanogen bromide). Product: FC(C=1C=CC(=NC1)OCC[C@@H]1N=C(OC1)N)(F)F ((S)-4-[2-(5-trifluoromethyl-pyridin-2-yloxy)-ethyl]-4,5-dihydro-oxazol-2-ylamine). As a reaction SMILES: [NH2:1][C@@H:2]([CH2:5][CH2:6][O:7][C:8]1[CH:13]=[CH:12][C:11]([C:14]([F:17])([F:16])[F:15])=[CH:10][N:9]=1)[CH2:3][OH:4].[N:18]#[C:19]Br>>[F:16][C:14]([F:17])([F:15])[C:11]1[CH:12]=[CH:13][C:8]([O:7][CH2:6][CH2:5][C@H:2]2[CH2:3][O:4][C:19]([NH2:18])=[N:1]2)=[N:9][CH:10]=1. Procedure: In analogy to example 1d (S)-2-amino-4-(5-trifluoromethyl-pyridin-2-yloxy)-butan-1-ol was reacted with cyanogen bromide to give (S)-4-[2-(5-trifluoromethyl-pyridin-2-yloxy)-ethyl]-4,5-dihydro-oxazol-2-ylamine. White solid. MS (ISP): 276.2 ([M+H]+). Starting materials: CC(C)(C)OC(N[C@H]1CC[C@H](CC1)CC=O)=O, CC1=CN=C(C=C1)N, [C-]#[N+]C1CCCCC1. Reagents/catalysts: O=C(O)C(F)(F)F (trifluoroacetic acid). Solvent: CC(C)O (isopropyl alcohol), CC(C)O (isopropylalcohol). Run at temperature 22 celsius, time 20 hour. Product: Cc1ccc2nc(C[C@H]3CC[C@H](CC3)NC(=O)OC(C)(C)C)c(NC3CCCCC3)n2c1. Isolated yield 0.0%. Reaction SMILES: CC1=CC=C(N)N=C1.[C-]#[N+]C1CCCCC1.CC(C)(C)OC(=O)N[C@@H]1CC[C@H](CC=O)CC1>>CC1=CN2C(C=C1)=NC(C[C@H]1CC[C@H](CC1)NC(=O)OC(C)(C)C)=C2NC1CCCCC1.